describe an organic reaction: reactants, conditions, products, and yield From a dataset of the Open Reaction Database (ORD), a public repository of structured organic reaction records. Starting materials: ClC1=CC(=NC=N1)N(N1C=CC=C1)C (6-Chloro-N-methyl-N-(1H-pyrrol-1-yl)-4-pyrimidinamine), MgO. The reagents and catalysts are [Pd] (Pd/C). The solvent is C(C)O (ethanol). Product: CN(C1=NC=NC=C1)N1C=CC=C1 (N-Methyl-N-(1H-pyrrol-1-yl)-4-pyrimidinamine). The yield is 138.1%. RXN SMILES: Cl[C:2]1[N:7]=[CH:6][N:5]=[C:4]([N:8]([CH3:14])[N:9]2[CH:13]=[CH:12][CH:11]=[CH:10]2)[CH:3]=1>C(O)C.[Pd]>[CH3:14][N:8]([N:9]1[CH:13]=[CH:12][CH:11]=[CH:10]1)[C:4]1[CH:3]=[CH:2][N:7]=[CH:6][N:5]=1. Procedure details: 6-Chloro-N-methyl-N-(1H-pyrrol-1-yl)-4-pyrimidinamine (7.2 g), in 200 ml of ethanol (100%) was hydrogenated under atmospheric pressure at room temperature in the presence of 10% Pd/C (2.0 g) and MgO (1.6 g). When the reaction was complete, the mixture was filtered through celite, and the filtrate evaporated to yield a solid (8.3 g) which was eluted with 10% ethyl acetate/DCM on a silica gel column via flash chromatography. The desired fractions were evaporated to yield 3.74 g (63.3%) of a solid,... The reactants are O (water), N1CCCCC1 (piperidine), ClC1=NC=C(C(=O)OC)C=C1 (methyl 6-chloronicotinate), C([O-])([O-])=O.[K+].[K+] (potassium carbonate). Solvent: CN(C=O)C (N,N-dimethylformamide). Conditions: temperature 100 celsius, time 3 hour. Product: N1(CCCCC1)C1=NC=C(C(=O)OC)C=C1 (methyl 6-(1-piperidyl)nicotinate). Isolated yield 86.5%. Reaction SMILES: [NH:1]1[CH2:6][CH2:5][CH2:4][CH2:3][CH2:2]1.Cl[C:8]1[CH:17]=[CH:16][C:11]([C:12]([O:14][CH3:15])=[O:13])=[CH:10][N:9]=1.C(=O)([O-])[O-].[K+].[K+].O>CN(C)C=O>[N:1]1([C:8]2[CH:17]=[CH:16][C:11]([C:12]([O:14][CH3:15])=[O:13])=[CH:10][N:9]=2)[CH2:6][CH2:5][CH2:4][CH2:3][CH2:2]1 |f:2.3.4|. Procedure: To a solution of piperidine (2.98 g) and methyl 6-chloronicotinate (5.00 g) in N,N-dimethylformamide (75 ml) was added potassium carbonate (12.08 g). The mixture was stirred at 100° C. for 3 hours. After cooling to ambient temperature, to the reaction mixture was added water (100 ml) and then the mixture was stirred for 15 minutes at ambient temperature. The resulting precipitates were filtered, washed with water, and dried to give methyl 6-(1-piperidyl)nicotinate (5.55 g), as a white solid. The reactants are [Li]CCCC, C1CCOC1, Cn1cnc2ncccc21, CC(C)NC(C)C, [Cl-], [NH4+], O, O=C1CCCN(Cc2ccccc2)CC1. Product: Cn1c(C2(O)CCCN(Cc3ccccc3)CC2)nc2ncccc21. Reaction SMILES: [CH2:1]([Li:2])[CH2:3][CH2:4][CH3:5].[CH2:40]1[O:41][CH2:42][CH2:43][CH2:44]1.[CH3:13][n:14]1[cH:15][n:16][c:17]2[n:18][cH:19][cH:20][cH:21][c:22]12.[CH3:6][CH:7]([NH:8][CH:9]([CH3:10])[CH3:11])[CH3:12].[Cl-:38].[NH4+:39].[OH2:45].[c:23]1([CH2:29][N:30]2[CH2:31][CH2:32][C:33](=[O:37])[CH2:34][CH2:35][CH2:36]2)[cH:24][cH:25][cH:26][cH:27][cH:28]1>>[CH3:13][n:14]1[c:15]([C:33]2([OH:37])[CH2:32][CH2:31][N:30]([CH2:29][c:23]3[cH:24][cH:25][cH:26][cH:27][cH:28]3)[CH2:36][CH2:35][CH2:34]2)[n:16][c:17]2[n:18][cH:19][cH:20][cH:21][c:22]12. Reactants: 22.1, intermediate 64, NC1=C(C=C(C=C1)C(=O)C1=CC=CC=C1)C(OC)OC ([4-amino-3-(dimethoxymethyl)phenyl] phenylmethanone), N1=CC=CC=C1 (pyridine), C(C)(=O)Cl (acetyl chloride). Run in O (water). Yields the product 27.5, C(C1=CC=CC=C1)(=O)C1=CC(=C(C=C1)NC(C)=O)C(OC)OC (N-[4-benzoyl-2-(dimethoxymethyl)phenyl]acetamide). Isolated yield 100.0%. RXN SMILES: [NH2:1][C:2]1[CH:7]=[CH:6][C:5]([C:8]([C:10]2[CH:15]=[CH:14][CH:13]=[CH:12][CH:11]=2)=[O:9])=[CH:4][C:3]=1[CH:16]([O:19][CH3:20])[O:17][CH3:18].N1C=CC=CC=1.[C:27](Cl)(=[O:29])[CH3:28]>O>[C:8]([C:5]1[CH:6]=[CH:7][C:2]([NH:1][C:27](=[O:29])[CH3:28])=[C:3]([CH:16]([O:17][CH3:18])[O:19][CH3:20])[CH:4]=1)(=[O:9])[C:10]1[CH:15]=[CH:14][CH:13]=[CH:12][CH:11]=1. Procedure details: To a stirred and cooled (10° C.) solution of 22.1 parts of intermediate 64, namely [4-amino-3-(dimethoxymethyl)phenyl] phenylmethanone, in 147 parts of pyridine were added dropwise 12.1 parts of acetyl chloride. After stirring for 1/2 hour at 10° C. and overnight at room temperature, the reaction mixture was poured into water. The product was extracted with 2,2'-oxybispropane and dichloromethane. The combined extracts were dried, filtered and evaporated. The residue was dissolved in dichlorometh... Reaction SMILES: [CH2:1]([S:3][CH:4]=[CH:5][N:6]1[CH2:10][CH2:9][NH:8][C:7]1=[N:11][N+:12]([O-:14])=[O:13])[CH3:2].[Cl:15][C:16]1[CH:21]=[CH:20][C:19]([CH2:22]Cl)=[CH:18][N:17]=1.C(=O)([O-])[O-].[K+].[K+].CS(C)=O>O>[Cl:15][C:16]1[CH:21]=[CH:20][C:19]([CH2:22][N:8]2[CH2:9][CH2:10][N:6]([CH:5]=[CH:4][S:3][CH2:1][CH3:2])[C:7]2=[N:11][N+:12]([O-:14])=[O:13])=[CH:18][N:17]=1 |f:2.3.4|. Solvent: O (water). Reported procedure: A mixture comprising 8.0 g of 1-(2-ethylthiovinyl)-2-nitroiminoimidazolidine, 7.2 g of 2-chloro-5-chloromethylpyridine, 20.0 g of potassium carbonate .and 30 ml of dimethylsulfoxide was stirred at 60° C. for 30 minutes. The reaction mixture was poured into water, extracted with ethyl acetate, washed with water, dried (with anhydrous MgSO) and concentrated to give an oily residue. This was purified by column chromatography silica gel, eluent: ethyl acetate/hexane 4/1) to give 8.3 g of 1-(2-chloro... Yields the product ClC1=NC=C(C=C1)CN1C(N(CC1)C=CSCC)=N[N+](=O)[O-] (1-(2-chloropyridin-5-ylmethyl)-2-nitroimino-3-(2-ethylthiovinyl)imidazolidine). Run at temperature 60 celsius, time 30 minute. Yield: 65.6%. The reactants are C(C)SC=CN1C(NCC1)=N[N+](=O)[O-] (1-(2-ethylthiovinyl)-2-nitroiminoimidazolidine), CS(=O)C (dimethylsulfoxide), ClC1=NC=C(C=C1)CCl (2-chloro-5-chloromethylpyridine), C([O-])([O-])=O.[K+].[K+] (potassium carbonate). Starting materials: N(=O)[O-].[Na+] (sodium nitrite), [I-].[K+] (potassium iodide), II (iodine), COC(C1=C(C=C(C=C1)N)OC)=O (4-Amino-2-methoxy-benzoic acid methyl ester), Cl (hydrochloric acid). The solvent is O (water), O (water), C(C)(=O)OCC (ethyl acetate), C(C)(=O)OCC (Ethyl acetate). Yields the product ClC1=C(C(=O)OC)C=CC(=C1)I (2-Chloro-4-iodo-benzoic Acid, Methyl Ester). RXN SMILES: [CH3:1][O:2][C:3](=[O:13])[C:4]1[CH:9]=[CH:8][C:7](N)=[CH:6][C:5]=1OC.N([O-])=O.[Na+].[I-:18].[K+].II.[ClH:22]>O.C(OCC)(=O)C>[Cl:22][C:5]1[CH:6]=[C:7]([I:18])[CH:8]=[CH:9][C:4]=1[C:3]([O:2][CH3:1])=[O:13] |f:1.2,3.4|. Procedure details: 4-Amino-2-methoxy-benzoic acid methyl ester (22.97 g) was cooled to an internal temperature of −10° C. in concentrated hydrochloric acid (110 ml) and stirred as a suspension. A precooled solution of sodium nitrite (98.71 g) in water (45 ml) was added to this mixture, at such a rate so as to maintain a reaction temperature of less than 0° C. After stirring for 25 minutes at 0° C. the reaction was treated with a solution of potassium iodide (24.44 g) and iodine (18.37 g) in water (50 ml) at such a... Reactants: CCOC(C)=O, CC(C)OC(C)C, COC(=O)Cl, ClCCl, O=C(NC1CCNCC1)c1ccc(F)cc1, O, c1ccncc1. Product: COC(=O)N1CCC(NC(=O)c2ccc(F)cc2)CC1. RXN SMILES: [CH3:38][CH2:39][O:40][C:41](=[O:42])[CH3:43].[CH:28]([O:29][CH:30]([CH3:31])[CH3:32])([CH3:33])[CH3:34].[Cl:23][C:24](=[O:25])[O:26][CH3:27].[Cl:35][CH2:36][Cl:37].[F:1][c:2]1[cH:3][cH:4][c:5]([C:6](=[O:7])[NH:8][CH:9]2[CH2:10][CH2:11][NH:12][CH2:13][CH2:14]2)[cH:15][cH:16]1.[OH2:44].[cH:17]1[cH:18][cH:19][n:20][cH:21][cH:22]1>>[F:1][c:2]1[cH:3][cH:4][c:5]([C:6](=[O:7])[NH:8][CH:9]2[CH2:10][CH2:11][N:12]([C:24](=[O:25])[O:26][CH3:27])[CH2:13][CH2:14]2)[cH:15][cH:16]1. Starting materials: FC=1C(=C2CC(N(N3C2=C(C1)C(C(=C3)C(=O)O)=O)C)C)N3CCCC3 (5-Fluoro-4-(pyrrolidin-1-yl)-2,3-dihydro-1,2-dimethyl -7-oxo-1H,7H-pyrido[3,2,1-ij]cinnoline-8-carboxylic acid), C=O (formalin). Solvent: C(C)(=O)O (acetic acid). Reaction conditions: temperature 80 celsius. Product: FC=1C(=C2CCN(N3C2=C(C1)C(C(=C3)C(=O)O)=O)CO)N3CCCC3 (5-Fluoro-4-(pyrrolidin-1-yl)-1-hydroxymethyl-2,3-dihydro-7-oxo-1H,7H-pyrido[3,2,1-ij]cinnoline-8-carboxylic acid). As a reaction SMILES: [F:1][C:2]1[C:3]([N:21]2[CH2:25][CH2:24][CH2:23][CH2:22]2)=[C:4]2[C:9]3=[C:10]([C:12](=[O:18])[C:13]([C:15]([OH:17])=[O:16])=[CH:14][N:8]3[N:7]([CH3:19])[CH:6](C)[CH2:5]2)[CH:11]=1.C=[O:27]>C(O)(=O)C>[F:1][C:2]1[C:3]([N:21]2[CH2:25][CH2:24][CH2:23][CH2:22]2)=[C:4]2[C:9]3=[C:10]([C:12](=[O:18])[C:13]([C:15]([OH:17])=[O:16])=[CH:14][N:8]3[N:7]([CH2:19][OH:27])[CH2:6][CH2:5]2)[CH:11]=1. Procedure details: 200 mg of the compound (160) obtained in Example 38 was added to a mixture solvent of 8 ml of acetic acid and 4 ml of formalin, and the solution was heated at 80° C. for 2 hours. The deposited solid matter was filtered off and washed with ether to obtain 50 mg of the subject compound (179). Starting materials: C(C)(C)(C)OC(=O)N[C@@H](CC(=O)OCC)CC1=CC=C(C=C1)C1=CC(=CC=C1)Cl ((R)-ethyl 3-(tert-butoxycarbonylamino)-4-(3′-chlorobiphenyl-4-yl)butanoate), C(C)(C)(C)OC(=O)N[C@@H](CC(=O)OCC)CC1=CC=C(C=C1)C1=CC(=CC=C1)Cl ((R)-ethyl 3-(tert-butoxycarbonylamino)-4-(3′-chlorobiphenyl-4-yl)butanoate), Cl (HCl), O1CCOCC1 (1,4-dioxane). Reaction conditions: time 0.5 hour. Yields the product Cl.N[C@@H](CC(=O)OCC)CC1=CC=C(C=C1)C1=CC(=CC=C1)Cl ((R)-ethyl 3-amino-4-(3′-chlorobiphenyl-4-yl)butanoate hydrochloride). Yield: 205.4%. As a reaction SMILES: C(OC([NH:8][C@H:9]([CH2:16][C:17]1[CH:22]=[CH:21][C:20]([C:23]2[CH:28]=[CH:27][CH:26]=[C:25]([Cl:29])[CH:24]=2)=[CH:19][CH:18]=1)[CH2:10][C:11]([O:13][CH2:14][CH3:15])=[O:12])=O)(C)(C)C.Cl.O1CCOCC1>>[ClH:29].[NH2:8][C@H:9]([CH2:16][C:17]1[CH:22]=[CH:21][C:20]([C:23]2[CH:28]=[CH:27][CH:26]=[C:25]([Cl:29])[CH:24]=2)=[CH:19][CH:18]=1)[CH2:10][C:11]([O:13][CH2:14][CH3:15])=[O:12] |f:3.4|. Procedure: To (R)-ethyl 3-(tert-butoxycarbonylamino)-4-(3′-chlorobiphenyl-4-yl)butanoate (Intermediate 9-1: 3.33 g, 7.97 mmol) is added a solution of 4 M HCl in 1,4-dioxane (19.9 mL, 18.0 mmol) at room temperature. After stirring for 0.5 hours, the reaction mixture is concentrated under reduced pressure to give (R)-ethyl 3-amino-4-(3′-chlorobiphenyl-4-yl)butanoate hydrochloride (2.90 g). HPLC retention time=0.70 minutes (condition B); MS (m+1)=318.26; 1H NMR (400 MHz, CHLOROFORM-d) δ ppm 1.19-1.24 (m, 3 H)...